From a dataset of the Open Reaction Database (ORD), a public repository of structured organic reaction records. describe an organic reaction: reactants, conditions, products, and yield The reactants are BrN1C(CCC1=O)=O (N-bromosuccinimide), COC(=O)NC(CO)(CCC=1SC=CC1)C (2-Methoxycarbonylamino-2-methyl-4-(2-thienyl)butan-1-ol), ice. Run in CN(C=O)C (dimethylformamide). Conditions: time 4 hour. The product is COC(=O)NC(CO)(CCC=1SC(=CC1)Br)C (2-Methoxycarbonylamino-2-methyl-4-(5-bromothiophen-2-yl)butan-1-ol). Yield: 80.2%. As a reaction SMILES: [CH3:1][O:2][C:3]([NH:5][C:6]([CH3:16])([CH2:9][CH2:10][C:11]1[S:12][CH:13]=[CH:14][CH:15]=1)[CH2:7][OH:8])=[O:4].[Br:17]N1C(=O)CCC1=O>CN(C)C=O>[CH3:1][O:2][C:3]([NH:5][C:6]([CH3:16])([CH2:9][CH2:10][C:11]1[S:12][C:13]([Br:17])=[CH:14][CH:15]=1)[CH2:7][OH:8])=[O:4]. Reported procedure: 2-Methoxycarbonylamino-2-methyl-4-(2-thienyl)butan-1-ol (11.7 g, 48.0 mmol) obtained in Example 1 (d) was dissolved in dimethylformamide (120 ml), and N-bromosuccinimide (10.8 g, 60.8 mmol) was added thereto in an ice bath followed by stirring for 4 hours at room temperature under a nitrogen atmosphere. The reaction mixture was poured into ice-cold 10% hydrochloric acid (300 ml), and extracted with ethyl acetate. The organic layer was washed with a saturated aqueous sodium chloride solution, and... Reactants: [BH3-]C#N.[Na+] (NaCNBH3), FC=1C=C(C=C(C1)F)C(CNC(C(=O)OC)(C)C)=O (Methyl 2-{[2-(3,5-difluorophenyl)-2-oxoethyl]amino}-2-methylpropanoate), Cl.C(C)OC(CN)=O (glycine ethyl ester hydrochloride), CC(=O)O (AcOH), CC(=O)O (AcOH). The solvent is CO (MeOH). Run at time 10 minute. The product is FC=1C=C(C=C(C1)F)C1CNC(C(N1CC(=O)OCC)=O)(C)C ((±)-Ethyl [6-(3,5-difluorophenyl)-3,3-dimethyl-2-oxopiperazin-1-yl]acetate). RXN SMILES: [F:1][C:2]1[CH:3]=[C:4]([C:9](=O)[CH2:10][NH:11][C:12]([CH3:18])([CH3:17])[C:13]([O:15]C)=O)[CH:5]=[C:6]([F:8])[CH:7]=1.Cl.[CH2:21]([O:23][C:24](=[O:27])[CH2:25][NH2:26])[CH3:22].CC(O)=O.[BH3-]C#N.[Na+]>CO>[F:8][C:6]1[CH:5]=[C:4]([CH:9]2[N:26]([CH2:25][C:24]([O:23][CH2:21][CH3:22])=[O:27])[C:13](=[O:15])[C:12]([CH3:18])([CH3:17])[NH:11][CH2:10]2)[CH:3]=[C:2]([F:1])[CH:7]=1 |f:1.2,4.5|. Procedure details: A mixture of methyl 2-{[2-(3,5-difluorophenyl)-2-oxoethyl]amino}-2-methylpropanoate from Step A (8.60 g, 31.7 mmol), glycine ethyl ester hydrochloride (44.3 g, 317 mmol), and AcOH (5.71 mL, 95 mmol) in MeOH (300 mL) was stirred at ambient temperature for 10 min. NaCNBH3 (2.39 g, 38.0 mmol) was added and the pH of the mixture was checked and adjusted to pH ˜5 as necessary. The reaction mixture was heated to 50° C. for 18 h. Additional AcOH (4 mL) was added and the reaction mixture was heated to 6... Starting materials: C(C)(C)[C@@]12C[C@@H]([C@H]([C@H]2C1)C)C1=NC2=C3N=CC=CC3=CC=C2C=C1 (2-((1S,3S,4S,5R)-(1-isopropyl-4-methylbicyclo[3.1.0]hex-3-yl))-1,10-phenanthroline), [I-].[I-].[Sm+2] (samarium diiodide), C[C@H]1[C@@H]2C[C@@]2(CC1=O)C(C)C ((−)-thujone). Product: C(C)(C)[C@@]12C[C@@H]([C@H]([C@H]2C1)C)C1=NC2=C3N=C(C=CC3=CC=C2C=C1)[C@]1(C[C@@]2(C[C@@H]2[C@@H]1C)C(C)C)O (2-((1S,3S,4S,5R)-(1-isoPropyl-4-methylbicyclo[3.1.0]hex-3-yl))-9-((1S,3R,4S,5R)-(3-Hydroxy-1-isopropyl-4-methylbicyclo[3.1.0]hex-3-yl))-1,10-phenanthroline). As a reaction SMILES: [CH:1]([C@@:4]12[CH2:9][C@@H:8]1[C@H:7]([CH3:10])[C@@H:6]([C:11]1[CH:24]=[CH:23][C:22]3[C:13](=[C:14]4[C:19](=[CH:20][CH:21]=3)[CH:18]=[CH:17][CH:16]=[N:15]4)[N:12]=1)[CH2:5]2)([CH3:3])[CH3:2].[I-].[I-].[Sm+2].[CH3:28][C@@H:29]1[C:34](=[O:35])[CH2:33][C@:32]2([CH:36]([CH3:38])[CH3:37])[C@H:30]1[CH2:31]2>>[CH:1]([C@@:4]12[CH2:9][C@@H:8]1[C@H:7]([CH3:10])[C@@H:6]([C:11]1[CH:24]=[CH:23][C:22]3[C:13](=[C:14]4[C:19](=[CH:20][CH:21]=3)[CH:18]=[CH:17][C:16]([C@:34]3([OH:35])[C@@H:29]([CH3:28])[C@@H:30]5[C@@:32]([CH:36]([CH3:38])[CH3:37])([CH2:31]5)[CH2:33]3)=[N:15]4)[N:12]=1)[CH2:5]2)([CH3:2])[CH3:3] |f:1.2.3|. Procedure details: By following General Procedure I, 2-((1S,3S,4S,5R)-(1-isopropyl-4-methylbicyclo[3.1.0]hex-3-yl))-1,10-phenanthroline prepared as described by Example 18, is reacted with samarium diiodide and (−)-thujone to form the title compound. Starting materials: O.C1(=CC=C(C=C1)S(=O)(=O)O)C (p-toluenesulfonic acid monohydrate), C1=CC=CC=C1 (benzene), O (water), C1=CC=CC=C1 (benzene). Yields the product O1C(C=CC2=C1C=CC=C2)O (benzopyranol). Reaction SMILES: [OH2:1].[C:2]1([CH3:12])[CH:7]=[CH:6][C:5](S(O)(=O)=O)=[CH:4][CH:3]=1.[OH2:13].[CH:14]1[CH:19]=CC=CC=1>>[O:1]1[C:3]2[CH:4]=[CH:5][CH:6]=[CH:7][C:2]=2[CH:12]=[CH:14][CH:19]1[OH:13] |f:0.1|. Procedure details: The above oil is very oxidatively unstable and was immediately dissolved in about 200 ml of benzene containing p-toluenesulfonic acid monohydrate (500 mg, 2.63 mmole). The benzene solution was heated for about 2 hours under reflux with water removal facilitated by a Dean-Stark apparatus. The cooled benzene mixture was washed with aqueous NaHCO3, dried (brine, MgSO4) and stripped in vacuo to give crude [12a] isolated as a dark gum (4.86 g). Starting materials: N1(CCOCC1)C=1C2=C(N=C(N1)[Sn](CCCC)(CCCC)CCCC)C=C(S2)CN2CC(C2)N2CCOCC2 (4-morpholin-4-yl-6-(3-morpholin-4-yl-azetidin-1-ylmethyl)-2-(tributylstannanyl)thieno[3,2-d]pyrimidine), C1(=CC=CC=C1)S(=O)(=O)N1C=CC=2C(=NC=CC21)Br (1-benzenesulfonyl-4-bromo-1H-pyrrolo[3,2-c]pyridine). The reagents and catalysts are C=1C=CC(=CC1)[P](C=2C=CC=CC2)(C=3C=CC=CC3)[Pd]([P](C=4C=CC=CC4)(C=5C=CC=CC5)C=6C=CC=CC6)([P](C=7C=CC=CC7)(C=8C=CC=CC8)C=9C=CC=CC9)[P](C=1C=CC=CC1)(C=1C=CC=CC1)C=1C=CC=CC1 (tetrakis(triphenylphosphine)palladium), S1C(=CC=C1)C(=O)[O-].[Cu+] (copper(I)-thiophene-2-carboxylate). Run in O1CCOCC1 (dioxane). Conditions: temperature 150 celsius, time 1 hour. Product: O1CCN(CC1)C=1C2=C(N=C(N1)C1=NC=CC3=C1C=CN3)C=C(S2)CN2CC(C2)N2CCOCC2 (4-(1-((4-morpholino-2-(1H-pyrrolo[3,2-c]pyridin-4-yl)thieno[3,2-d]pyrimidin-6-yl)methyl)azetidin-3-yl)morpholine). Yield: 26.7%. As a reaction SMILES: [N:1]1([C:7]2[C:8]3[S:28][C:27]([CH2:29][N:30]4[CH2:33][CH:32]([N:34]5[CH2:39][CH2:38][O:37][CH2:36][CH2:35]5)[CH2:31]4)=[CH:26][C:9]=3[N:10]=[C:11]([Sn](CCCC)(CCCC)CCCC)[N:12]=2)[CH2:6][CH2:5][O:4][CH2:3][CH2:2]1.C1(S([N:49]2[C:57]3[CH:56]=[CH:55][N:54]=[C:53](Br)[C:52]=3[CH:51]=[CH:50]2)(=O)=O)C=CC=CC=1>O1CCOCC1.C1C=CC([P]([Pd]([P](C2C=CC=CC=2)(C2C=CC=CC=2)C2C=CC=CC=2)([P](C2C=CC=CC=2)(C2C=CC=CC=2)C2C=CC=CC=2)[P](C2C=CC=CC=2)(C2C=CC=CC=2)C2C=CC=CC=2)(C2C=CC=CC=2)C2C=CC=CC=2)=CC=1.S1C=CC=C1C([O-])=O.[Cu+]>[O:4]1[CH2:3][CH2:2][N:1]([C:7]2[C:8]3[S:28][C:27]([CH2:29][N:30]4[CH2:31][CH:32]([N:34]5[CH2:35][CH2:36][O:37][CH2:38][CH2:39]5)[CH2:33]4)=[CH:26][C:9]=3[N:10]=[C:11]([C:53]3[C:52]4[CH:51]=[CH:50][NH:49][C:57]=4[CH:56]=[CH:55][N:54]=3)[N:12]=2)[CH2:6][CH2:5]1 |f:4.5,^1:68,70,89,108|. Reported procedure: A mixture of 4-morpholin-4-yl-6-(3-morpholin-4-yl-azetidin-1-ylmethyl)-2-(tributylstannanyl)thieno[3,2-d]pyrimidine (192 mg, 0.29 mmol), 1-benzenesulfonyl-4-bromo-1H-pyrrolo[3,2-c]pyridine (117 mg, 0.35 mmol), tetrakis(triphenylphosphine)palladium (34 mg, 10 mol %) and copper(I)-thiophene-2-carboxylate (11 mg, 20 mol %) in dioxane (2.0 mL) was purged with argon gas then heated at 150° C., for 20 min, in a microwave reactor. The reaction mixture was loaded onto an Isolute® SCX-2 cartridge, washed... Reactants: OC1=C(CN(C1=O)CCCCC)C(=O)OCC (Ethyl 2,5-dihydro-4-hydroxy-5-oxo-1-pentyl-1H-pyrrole-3-carboxylate), Cl.NO (hydroxylamine hydrochloride). Solvent: N1=CC=CC=C1 (pyridine). Conditions: time 16 hour. The product is ON=C1C(CN(C1=O)CCCCC)C(=O)OCC (Ethyl 4-(hydroxyimino)-5-oxo-1-pentyl-3-pyrrolidinecarboxylate). The yield is 100.1%. RXN SMILES: O[C:2]1[C:6](=[O:7])[N:5]([CH2:8][CH2:9][CH2:10][CH2:11][CH3:12])[CH2:4][C:3]=1[C:13]([O:15][CH2:16][CH3:17])=[O:14].Cl.[NH2:19][OH:20]>N1C=CC=CC=1>[OH:20][N:19]=[C:2]1[C:6](=[O:7])[N:5]([CH2:8][CH2:9][CH2:10][CH2:11][CH3:12])[CH2:4][CH:3]1[C:13]([O:15][CH2:16][CH3:17])=[O:14] |f:1.2|. Procedure details: To a solution of the title compound of Example D (5.0 g, 20.2 mmol) in 50 ml of pyridine was added hydroxylamine hydrochloride (1.58 g, 24.2 mmol) and the solution was stirred for 16 h at room temperature. Concentration in vacuo gave an oil which was chromatographed on silica gel eluting with EtOH/CH2Cl2 (10/90) to give the title compound (5.18 g, 98%) as a colorless solid. MS calcd for C12H20N2O4 256, found 256. Reaction SMILES: [CH3:17][C:18](=[O:19])[O-:20].[CH3:1][c:2]1[cH:3][cH:4][c:5]([CH:7]=[O:8])[o:6]1.[CH3:22][C:23](=[O:24])[OH:25].[Na+:16].[OH2:21].[S:9]1[C:10](=[S:11])[NH:12][C:13](=[O:14])[CH2:15]1>>[CH3:1][c:2]1[cH:3][cH:4][c:5]([CH:7]=[C:15]2[S:9][C:10](=[S:11])[NH:12][C:13]2=[O:14])[o:6]1. The reactants are CC(=O)[O-], Cc1ccc(C=O)o1, CC(=O)O, [Na+], O, O=C1CSC(=S)N1. Product: Cc1ccc(C=C2SC(=S)NC2=O)o1. Starting materials: Clc1ccc(Br)nc1, CC(C)(C)OC(=O)N(C(=O)OC(C)(C)C)C1=NC2(c3cc(N)ccc3F)CCCC2CS1, CC(C)(C)O[Na], Cc1ccccc1, O=C(C=Cc1ccccc1)C=Cc1ccccc1, O=C(C=Cc1ccccc1)C=Cc1ccccc1, O=C(C=Cc1ccccc1)C=Cc1ccccc1, O, [Pd], [Pd]. Product: CC(C)(C)OC(=O)N(C(=O)OC(C)(C)C)C1=NC2(c3cc(Nc4ccc(Cl)cn4)ccc3F)CCCC2CS1. Reaction SMILES: [Br:1][c:2]1[n:3][cH:4][c:5]([Cl:8])[cH:6][cH:7]1.[C:15]([CH3:16])([CH3:17])([CH3:18])[O:19][C:20](=[O:21])[N:22]([C:23](=[O:24])[O:25][C:26]([CH3:27])([CH3:28])[CH3:29])[C:30]1=[N:35][C:34]2([c:39]3[c:40]([F:46])[cH:41][cH:42][c:43]([NH2:45])[cH:44]3)[CH:33]([CH2:32][S:31]1)[CH2:38][CH2:37][CH2:36]2.[C:9]([O:10][Na:11])([CH3:12])([CH3:13])[CH3:14].[CH3:48][c:49]1[cH:50][cH:51][cH:52][cH:53][cH:54]1.[O:57]=[C:58]([CH:59]=[CH:60][c:61]1[cH:62][cH:63][cH:64][cH:65][cH:66]1)[CH:67]=[CH:68][c:69]1[cH:70][cH:71][cH:72][cH:73][cH:74]1.[O:75]=[C:76]([CH:77]=[CH:78][c:79]1[cH:80][cH:81][cH:82][cH:83][cH:84]1)[CH:85]=[CH:86][c:87]1[cH:88][cH:89][cH:90][cH:91][cH:92]1.[O:93]=[C:94]([CH:95]=[CH:96][c:97]1[cH:98][cH:99][cH:100][cH:101][cH:102]1)[CH:103]=[CH:104][c:105]1[cH:106][cH:107][cH:108][cH:109][cH:110]1.[OH2:47].[Pd:55].[Pd:56]>>[c:2]1([NH:45][c:43]2[cH:42][cH:41][c:40]([F:46])[c:39]([C:34]34[CH:33]([CH2:32][S:31][C:30]([N:22]([C:20]([O:19][C:15]([CH3:16])([CH3:17])[CH3:18])=[O:21])[C:23](=[O:24])[O:25][C:26]([CH3:27])([CH3:28])[CH3:29])=[N:35]3)[CH2:38][CH2:37][CH2:36]4)[cH:44]2)[n:3][cH:4][c:5]([Cl:8])[cH:6][cH:7]1.